This data is from the Open Reaction Database (ORD), a public repository of structured organic reaction records. The task is: describe an organic reaction: reactants, conditions, products, and yield The reactants are FC1=CC=C(C=C1)C=1OC2=C(C1C(=O)[O-])C=C(C=C2)O (2-(4-fluorophenyl)-5-hydroxybenzofuran-3-carboxylate), [OH-].[Na+] (NaOH), Cl (HCl). Run in CO.C1CCOC1 (MeOH THF). Reaction conditions: temperature 60 celsius. Product: FC1=CC=C(C=C1)C=1OC2=C(C1C(=O)O)C=C(C=C2)O (2-(4-Fluorophenyl)-5-hydroxybenzofuran-3-carboxylic acid). As a reaction SMILES: [F:1][C:2]1[CH:7]=[CH:6][C:5]([C:8]2[O:9][C:10]3[CH:19]=[CH:18][C:17]([OH:20])=[CH:16][C:11]=3[C:12]=2[C:13]([O-:15])=[O:14])=[CH:4][CH:3]=1.[OH-].[Na+].Cl>CO.C1COCC1>[F:1][C:2]1[CH:7]=[CH:6][C:5]([C:8]2[O:9][C:10]3[CH:19]=[CH:18][C:17]([OH:20])=[CH:16][C:11]=3[C:12]=2[C:13]([OH:15])=[O:14])=[CH:4][CH:3]=1 |f:1.2,4.5|. Reported procedure: To a mixture of 2-(4-fluorophenyl)-5-hydroxybenzofuran-3-carboxylate (1 g, 3.5 mmol, 1 eq) in a 1:1 mixture of MeOH/THF at ambient temperature was added 5 eq. of NaOH and heated to 60° C. for 3 h. The mixture was cooled to ambient temperature and to 0° C. in an ice-water bath, it was acidified slowly with 1.5 N HCl and then concentrated. The mixture with white precipitates was diluted with water and filtered to get the solid. It is further washed with water and dried in vacuum. Yield: 0.9 g (94.... Starting materials: COC(=O)Cc1ccccc1Cc1ccc(N2CC(=O)NS2(=O)=O)c(OCc2ccccc2)c1, CO, CC#N, Cl, [K+], [OH-], O. Yields the product O=C(O)Cc1ccccc1Cc1ccc(N2CC(=O)NS2(=O)=O)c(OCc2ccccc2)c1. As a reaction SMILES: [CH3:1][O:2][C:3]([CH2:4][c:5]1[c:6]([CH2:11][c:12]2[cH:13][c:14]([O:26][CH2:27][c:28]3[cH:29][cH:30][cH:31][cH:32][cH:33]3)[c:15]([N:18]3[S:19](=[O:24])(=[O:25])[NH:20][C:21](=[O:23])[CH2:22]3)[cH:16][cH:17]2)[cH:7][cH:8][cH:9][cH:10]1)=[O:34].[CH3:39][OH:40].[CH3:41][C:42]#[N:43].[ClH:37].[K+:36].[OH-:35].[OH2:38]>>[O:2]=[C:3]([CH2:4][c:5]1[c:6]([CH2:11][c:12]2[cH:13][c:14]([O:26][CH2:27][c:28]3[cH:29][cH:30][cH:31][cH:32][cH:33]3)[c:15]([N:18]3[S:19](=[O:24])(=[O:25])[NH:20][C:21](=[O:23])[CH2:22]3)[cH:16][cH:17]2)[cH:7][cH:8][cH:9][cH:10]1)[OH:34].